From a dataset of the Open Reaction Database (ORD), a public repository of structured organic reaction records. describe an organic reaction: reactants, conditions, products, and yield Starting materials: [BH4-], CCO, ClC(Cl)Cl, [Cl-], [NH4+], [Na+], O, COc1ccc(C(=O)CN2CCN(C(c3ccccc3)c3ccccc3)CC2)c(OC)c1OC. The product is COc1ccc(C(O)CN2CCN(C(c3ccccc3)c3ccccc3)CC2)c(OC)c1OC. As a reaction SMILES: [BH4-:38].[CH3:35][CH2:36][OH:37].[CH:43]([Cl:44])([Cl:45])[Cl:46].[Cl-:40].[NH4+:41].[Na+:39].[OH2:42].[c:1]1([CH:7]([N:8]2[CH2:9][CH2:10][N:11]([CH2:14][C:15](=[O:16])[c:17]3[c:18]([O:27][CH3:28])[c:19]([O:25][CH3:26])[c:20]([O:23][CH3:24])[cH:21][cH:22]3)[CH2:12][CH2:13]2)[c:29]2[cH:30][cH:31][cH:32][cH:33][cH:34]2)[cH:2][cH:3][cH:4][cH:5][cH:6]1>>[c:1]1([CH:7]([N:8]2[CH2:9][CH2:10][N:11]([CH2:14][CH:15]([OH:16])[c:17]3[c:18]([O:27][CH3:28])[c:19]([O:25][CH3:26])[c:20]([O:23][CH3:24])[cH:21][cH:22]3)[CH2:12][CH2:13]2)[c:29]2[cH:30][cH:31][cH:32][cH:33][cH:34]2)[cH:2][cH:3][cH:4][cH:5][cH:6]1. Starting materials: IC1=CC(=C(N)C=C1)[N+](=O)[O-].IC1=C(C=C(C=C1)I)[N+](=O)[O-] (1,4-Diiodo-2-nitrobenzene 4-Iodo-2-nitroaniline), N(=O)[O-].[Na+] (NaNO2), [I-].[Na+] (sodium iodide), S(O)(O)(=O)=O (Sulfuric acid). The solvent is C(C)OCC (diethyl ether), O (water), O (water), O (water), C(C)(=O)O (acetic acid). Reaction conditions: temperature 0 celsius, time 30 minute. The product is IC1=C(C=C(C=C1)I)[N+](=O)[O-] (1,4-diiodo-2-nitrobenzene). The yield is 99.2%. Reaction SMILES: IC1C=CC(N)=C([N+]([O-])=O)C=1.[I:12][C:13]1[CH:18]=[CH:17][C:16]([I:19])=[CH:15][C:14]=1[N+:20]([O-:22])=[O:21].S(=O)(=O)(O)O.N([O-])=O.[Na+].[I-].[Na+]>O.C(OCC)C.C(O)(=O)C>[I:12][C:13]1[CH:18]=[CH:17][C:16]([I:19])=[CH:15][C:14]=1[N+:20]([O-:22])=[O:21] |f:0.1,3.4,5.6|. Reported procedure: 1,4-Diiodo-2-nitrobenzene 4-Iodo-2-nitroaniline (6.60 g, 0.025 mol) was suspended in water (19 mL) and glacial acetic acid (17.5 mL) (Sapountzis et al., 2005, which is incorporated herein by reference). The mixture was cooled to 0° C. Sulfuric acid (17.5 mL, 0.328 mol) was added cautiously. The mixture was cooled to minus 5° C., and a solution of NaNO2 (1.90 g, 0.028 mol) in water (7.5 mL) was added dropwise at a rate that the temperature would not exceed 0° C. Upon completion of the addition th... Starting materials: OO (H2O2), BrC1=CC=C2C(C(NC2=C1C)=O)=O (6-Bromo-7-methyl-1H-indole-2,3-dione), [OH-].[Na+] (NaOH). Reaction conditions: time 1 hour. Procedure: H2O2 (37%, 9.5 mL, 0.075 mol) in H2O (83 mL) is slowly added to a solution of 6-Bromo-7-methyl-1H-indole-2,3-dione (8.4 g, 0.035 mol) and NaOH (9.6 g, 0.24 mol) in H2O (185 mL) then stirred at room temperature for 1 h, After reaction, the mixture is filtered and the solid is dried under vacuum to give product. As a reaction SMILES: [OH:1]O.[Br:3][C:4]1[C:12]([CH3:13])=[C:11]2[C:7]([C:8](=[O:15])C(=O)[NH:10]2)=[CH:6][CH:5]=1.[OH-].[Na+]>O>[NH2:10][C:11]1[C:12]([CH3:13])=[C:4]([Br:3])[CH:5]=[CH:6][C:7]=1[C:8]([OH:15])=[O:1] |f:2.3|. The solvent is O (H2O), O (H2O). Yields the product NC1=C(C(=O)O)C=CC(=C1C)Br (2-Amino-4-bromo-3-methyl-benzoic acid). Reactants: CS(=O)(=O)OC1CC2OC(OC(C1)C2)COS(=O)(=O)C (7-methylsulphonyloxy-3-methylsulphonyloxymethyl-2,4-dioxabicyclo[3,3,1]nonane), 2n, [OH-].[K+] (potassium hydroxide). Solvent: alcohol. Run at time 2 minute. The product is CS(=O)(=O)OCC1OC2CC=CC(O1)C2 (racemic 3-methylsulphonyloxymethyl-2,4-dioxabicyclo[3,3,1]non-6-ene). As a reaction SMILES: CS(O[CH:6]1[CH2:13][CH:12]2[CH2:14][CH:8]([O:9][CH:10]([CH2:15][O:16][S:17]([CH3:20])(=[O:19])=[O:18])[O:11]2)[CH2:7]1)(=O)=O.[OH-].[K+]>>[CH3:20][S:17]([O:16][CH2:15][CH:10]1[O:11][CH:12]2[CH2:14][CH:8]([CH2:7][CH:6]=[CH:13]2)[O:9]1)(=[O:18])=[O:19] |f:1.2|. Reported procedure: 7-methylsulphonyloxy-3-methylsulphonyloxymethyl-2,4-dioxabicyclo[3,3,1]nonane (280 mg) is added to 5 ml of a boiling 2n potassium hydroxide solution in absolute alcohol and the mixture is boiled for 2 minutes under reflux while stirring vigorously. The reaction mixture which has congealed to a crystalline solid is cooled and, after treatment with 5 ml of 8% sodium bicarbonate solution, extracted three times with methylene chloride. The combined extracts are dried with sodium sulphate and the sol... Reactants: [I-].[Na+] (sodium iodide), CSCCl (chloromethyl methyl sulphide), [Na] (sodium), OCC1=CC=C(C(=O)OC)C=C1 (methyl 4-hydroxymethylbenzoate). Run in C(OC)COC (dimethoxyethane). The product is CSCOCC1=CC=C(C=C1)C(=O)OC (4-(Methyloxycarbonyl)benzyl methylthiomethyl ether). The yield is 75.0%. As a reaction SMILES: [CH3:1][S:2][CH2:3]Cl.[Na].[OH:6][CH2:7][C:8]1[CH:17]=[CH:16][C:11]([C:12]([O:14][CH3:15])=[O:13])=[CH:10][CH:9]=1.[I-].[Na+]>C(COC)OC>[CH3:1][S:2][CH2:3][O:6][CH2:7][C:8]1[CH:9]=[CH:10][C:11]([C:12]([O:14][CH3:15])=[O:13])=[CH:16][CH:17]=1 |f:3.4,^1:4|. Reported procedure: 4-(Methyloxycarbonyl)benzyl methylthiomethyl ether was prepared by the reaction of chloromethyl methyl sulphide with the sodium salt of methyl 4-hydroxymethylbenzoate (see G. D. Brindell, L. D. Lillwitz, J. P. Wuskell and A. P. Dunlop, Ind. Eng. Chem. Prod. Res. Dev. 15, 83(1976) in dimethoxyethane in the presence of sodium iodide as described for analogous reactions in E. J. Corey and M. C. Bock, Tetrahedron Letters 38 3269 (1975); yield 75%, b.p. 110°-120° C./0.01 mmHg. 1H NMR (CDCl3): δ2.17 (... As a reaction SMILES: C([O:8][C:9]1[CH:14]=[CH:13][C:12]([C:15]2[O:16][C:17]3[C:23]([F:24])=[C:22]([O:25][CH2:26][C@@H:27]([NH:29][C:30](=[O:32])[CH3:31])[CH3:28])[CH:21]=[CH:20][C:18]=3[N:19]=2)=[CH:11][C:10]=1[F:33])C1C=CC=CC=1>[C].[Pd].C1COCC1>[F:24][C:23]1[C:17]2[O:16][C:15]([C:12]3[CH:13]=[CH:14][C:9]([OH:8])=[C:10]([F:33])[CH:11]=3)=[N:19][C:18]=2[CH:20]=[CH:21][C:22]=1[O:25][CH2:26][C@@H:27]([NH:29][C:30](=[O:32])[CH3:31])[CH3:28] |f:1.2|. Product: FC1=C(C=CC=2N=C(OC21)C2=CC(=C(C=C2)O)F)OC[C@H](C)NC(C)=O (N-((2S)-1-((7-fluoro-2-(3-fluoro-4-hydroxyphenyl)-1,3-benzoxazol-6-yl)oxy)propan-2-yl)acetamide). The solvent is C1CCOC1 (THF). Run at time 30 minute. The reagents and catalysts are [C].[Pd] (palladium-carbon). Procedure: A mixture of N-((2S)-1-((2-(4-(benzyloxy)-3-fluorophenyl)-7-fluoro-1,3-benzoxazol-6-yl)oxy)propan-2-yl)acetamide (1.05 g), 10% palladium-carbon (containing water (50%), 1.00 g) and THF (10 mL) was stirred at room temperature for 30 min under a hydrogen atmosphere. The catalyst was removed by filtration, and the obtained filtrate was concentrated under reduced pressure to give the title compound (810 mg). Reactants: C(C1=CC=CC=C1)OC1=C(C=C(C=C1)C=1OC2=C(N1)C=CC(=C2F)OC[C@H](C)NC(C)=O)F (N-((2S)-1-((2-(4-(benzyloxy)-3-fluorophenyl)-7-fluoro-1,3-benzoxazol-6-yl)oxy)propan-2-yl)acetamide). Yield: 96.3%.